Dataset: the Open Reaction Database (ORD), a public repository of structured organic reaction records. Task: describe an organic reaction: reactants, conditions, products, and yield Starting materials: B.[Na] (sodium boron hydride), C(C)C1=C(C(N(C1)C1=CC(=CC=C1)C(C)C)=O)C1=CC(=CC=C1)Cl (4-ethyl-3-(3-chlorophenyl)-1-(3-isopropylphenyl)-3-pyrroline-2-one), Cl (hydrochloric acid). Run in C(C)O (ethanol). Conditions: time 1 hour. Product: C(C)C1C(C(N(C1)C1=CC(=CC=C1)C(C)C)=O)C1=CC(=CC=C1)Cl (4-ethyl-3-(3-chlorophenyl)-1-(3-isopropylphenyl)pyrrolidine-2-one). As a reaction SMILES: [CH2:1]([C:3]1[CH2:7][N:6]([C:8]2[CH:13]=[CH:12][CH:11]=[C:10]([CH:14]([CH3:16])[CH3:15])[CH:9]=2)[C:5](=[O:17])[C:4]=1[C:18]1[CH:23]=[CH:22][CH:21]=[C:20]([Cl:24])[CH:19]=1)[CH3:2].B.[Na].Cl>C(O)C>[CH2:1]([CH:3]1[CH2:7][N:6]([C:8]2[CH:13]=[CH:12][CH:11]=[C:10]([CH:14]([CH3:16])[CH3:15])[CH:9]=2)[C:5](=[O:17])[CH:4]1[C:18]1[CH:23]=[CH:22][CH:21]=[C:20]([Cl:24])[CH:19]=1)[CH3:2] |f:1.2,^1:25|. Reported procedure: 5.0 g (14.7 mmol) of 4-ethyl-3-(3-chlorophenyl)-1-(3-isopropylphenyl)-3-pyrroline-2-one synthesized in Example 4 were dissolved in 50 ml of ethanol, and 0.56 g (14.7 mmol) of sodium boron hydride were added thereto little by little at room temperature under stirring. Reaction was further allowed to proceed at the same temperature for 1 hour, and the reaction mixture was then poured into 1 N hydrochloric acid, followed by extraction with ethyl acetate. The resultant organic layer was washed with ...